This data is from the Open Reaction Database (ORD), a public repository of structured organic reaction records. The task is: describe an organic reaction: reactants, conditions, products, and yield Reactants: NC[C@@H]1[C@H]2CC(C[C@H]2CN1C(=O)C=1N=C(SC1C=1C=C(C=CC1)C)C)C ([(1S,2S,5R)-2-aminomethyl-7-methyl-3-aza-bicyclo[3.3.0]oct-3-yl]-(2-methyl-5-m-tolyl-thiazol-4-yl)-methanone), BrC=1C=NC=C(C(=O)O)C1 (5-bromo-nicotinic acid). The product is BrC=1C=NC=C(C(=O)NC[C@@H]2[C@H]3CC(C[C@H]3CN2C(=O)C=2N=C(SC2C=2C=C(C=CC2)C)C)C)C1 ((1S,2S,5R)-5-Bromo-N-[7-Methyl-3-(2-methyl-5-m-tolyl-thiazole-4-carbonyl)-3-aza-bicyclo[3.3.0]oct-2-ylmethyl]-nicotinamide). Reaction SMILES: [NH2:1][CH2:2][C@H:3]1[N:10]([C:11]([C:13]2[N:14]=[C:15]([CH3:25])[S:16][C:17]=2[C:18]2[CH:19]=[C:20]([CH3:24])[CH:21]=[CH:22][CH:23]=2)=[O:12])[CH2:9][C@H:8]2[C@@H:4]1[CH2:5][CH:6]([CH3:26])[CH2:7]2.[Br:27][C:28]1[CH:29]=[N:30][CH:31]=[C:32]([CH:36]=1)[C:33](O)=[O:34]>>[Br:27][C:28]1[CH:29]=[N:30][CH:31]=[C:32]([CH:36]=1)[C:33]([NH:1][CH2:2][C@H:3]1[N:10]([C:11]([C:13]2[N:14]=[C:15]([CH3:25])[S:16][C:17]=2[C:18]2[CH:19]=[C:20]([CH3:24])[CH:21]=[CH:22][CH:23]=2)=[O:12])[CH2:9][C@H:8]2[C@@H:4]1[CH2:5][CH:6]([CH3:26])[CH2:7]2)=[O:34]. Procedure details: prepared by reaction of [(1S,2S,5R)-2-aminomethyl-7-methyl-3-aza-bicyclo[3.3.0]oct-3-yl]-(2-methyl-5-m-tolyl-thiazol-4-yl)-methanone with 5-bromo-nicotinic acid. Reactants: C(C)(C)(C)N=CCCCCC (N-(tert-butyl)-N-hexylideneamine), ClC=1C=CC(=C(C(=O)N=C=S)C1)OC (5-chloro-2-methoxybenzoyl isothiocyanate), II (I2), CO (methanol). Solvent: O1CCCC1 (tetrahydrofuran), N1=CC=CC=C1 (pyridine). Conditions: time 1 hour. Yields the product C(CCC)C/1=CN(S\C1=N/C(C1=C(C=CC(=C1)Cl)OC)=O)C(C)(C)C (N-[(5Z)-4-butyl-2-tert-butylisothiazol-5(2H)-ylidene]-5-chloro-2-methoxybenzamide). Yield: 69.7%. As a reaction SMILES: [C:1]([N:5]=[CH:6][CH2:7][CH2:8][CH2:9][CH2:10][CH3:11])([CH3:4])([CH3:3])[CH3:2].[Cl:12][C:13]1[CH:14]=[CH:15][C:16]([O:24][CH3:25])=[C:17]([CH:23]=1)[C:18]([N:20]=[C:21]=[S:22])=[O:19].II.CO>O1CCCC1.N1C=CC=CC=1>[CH2:8]([C:7]1=[CH:6][N:5]([C:1]([CH3:2])([CH3:3])[CH3:4])[S:22]/[C:21]/1=[N:20]\[C:18](=[O:19])[C:17]1[CH:23]=[C:13]([Cl:12])[CH:14]=[CH:15][C:16]=1[O:24][CH3:25])[CH2:9][CH2:10][CH3:11]. Procedure details: To the product of Example 1A (1.90 g, 12.2 mmol) in tetrahydrofuran (10 mL) at room temperature under N2 was added the product of Example 1C (2.30 g, 10.1 mmol). After 1 h at room temperature, the reaction was treated with I2 (2.59 g, 10.2 mmol), methanol (30 mL) and pyridine (3 mL) and stirred for 1 hour. The reaction was then partitioned between saturated NaHCO3/diethyl ether with continued stirring overnight. The reaction was diluted further with saturated NaHCO3/diethyl ether, the layers sep... Starting materials: CN(C)C=O, Fc1ccc(CCl)c2ccccc12, N#C[Na], O. The product is N#CCc1ccc(F)c2ccccc12. RXN SMILES: [CH3:18][N:19]([CH3:20])[CH:21]=[O:22].[Cl:1][CH2:2][c:3]1[cH:4][cH:5][c:6]([F:13])[c:7]2[cH:8][cH:9][cH:10][cH:11][c:12]12.[Na:14][C:15]#[N:16].[OH2:17]>>[CH2:2]([c:3]1[cH:4][cH:5][c:6]([F:13])[c:7]2[cH:8][cH:9][cH:10][cH:11][c:12]12)[C:15]#[N:16]. The reactants are C(C)(C)[N-]C(C)C.[Li+] (Lithium diisopropylamide), C1(CC1)CN1CC(N(CCC1=O)C(=O)OC(C)(C)C)C1=CC=CC=C1 (tert-butyl 4-(cyclopropylmethyl)-5-oxo-2-phenyl-1,4-diazepane-1-carboxylate), enolate, BrBr (bromine). The solvent is O1CCCC1 (tetrahydrofuran), O1CCCC1 (tetrahydrofuran). Run at time 30 minute. The product is BrC1C(N(CC(N(C1)C(=O)OC(C)(C)C)C1=CC=CC=C1)CC1CC1)=O (tert-Butyl 6-bromo-4-(cyclopropylmethyl)-5-oxo-2-phenyl-1,4-diazepane-1-carboxylate). Reaction SMILES: C([N-]C(C)C)(C)C.[Li+].[CH:9]1([CH2:12][N:13]2[C:19](=[O:20])[CH2:18][CH2:17][N:16]([C:21]([O:23][C:24]([CH3:27])([CH3:26])[CH3:25])=[O:22])[CH:15]([C:28]3[CH:33]=[CH:32][CH:31]=[CH:30][CH:29]=3)[CH2:14]2)[CH2:11][CH2:10]1.[Br:34]Br>O1CCCC1>[Br:34][CH:18]1[CH2:17][N:16]([C:21]([O:23][C:24]([CH3:27])([CH3:25])[CH3:26])=[O:22])[CH:15]([C:28]2[CH:33]=[CH:32][CH:31]=[CH:30][CH:29]=2)[CH2:14][N:13]([CH2:12][CH:9]2[CH2:10][CH2:11]2)[C:19]1=[O:20] |f:0.1|. Procedure: Lithium diisopropylamide (1M in THF; 2.13 mL, 2.13 mmol) was added to tert-butyl 4-(cyclopropylmethyl)-5-oxo-2-phenyl-1,4-diazepane-1-carboxylate (0.489 g, 1.42 mmol) in tetrahydrofuran (5 mL) at −78° C. After 30 min, the enolate solution was transferred dropwise via cannula to a solution of bromine (0.36 mL, 7.10 mmol) in tetrahydrofuran (3 mL) at −78° C. over a period of 5 min. After 15 min, the mixture was quenched with aqueous saturated sodium sulfite and allowed to warm to ambient temperatu... Reactants: solution, B(Br)(Br)Br (boron tribromide), C(C1=CC=CC=C1)C1=C(C2=C(S1)C=CC=C2)C(=O)C2=CC=C(C=C2)OC ((2-benzyl-benzo[b]thiophen-3-yl)-(4-methoxy-phenyl)-methanone). The solvent is ClCCl (dichloromethane), ClCCl (dichloromethane). Reaction conditions: time 8 hour. The product is C1=CC=CC=2SC3=C(C21)C(=C2C=CC=CC2=C3)C3=CC=C(C=C3)O (4-Benzo[b]naphtho[2,3-d]thiophen-11-yl-phenol). Isolated yield 73.8%. RXN SMILES: B(Br)(Br)Br.[CH2:5]([C:12]1[S:16][C:15]2[CH:17]=[CH:18][CH:19]=[CH:20][C:14]=2[C:13]=1[C:21]([C:23]1[CH:28]=[CH:27][C:26]([O:29]C)=[CH:25][CH:24]=1)=O)[C:6]1[CH:11]=[CH:10][CH:9]=[CH:8][CH:7]=1>ClCCl>[CH:20]1[C:14]2[C:13]3[C:21]([C:23]4[CH:28]=[CH:27][C:26]([OH:29])=[CH:25][CH:24]=4)=[C:11]4[C:6](=[CH:5][C:12]=3[S:16][C:15]=2[CH:17]=[CH:18][CH:19]=1)[CH:7]=[CH:8][CH:9]=[CH:10]4. Reported procedure: A 1.0 M solution of boron tribromide in dichloromethane (130 mL, 130 mmol) was added slowly to a stirrred solution of (2-benzyl-benzo[b]thiophen-3-yl)-(4-methoxy-phenyl)-methanone (14.5 g, 40.45 mmol) in dichloromethane (130 mL) at -78° C. under a dry nitrogen atomosphere. The solution was allowed to warm to ambient temperature and was stirred overnight. The reaction mixture was quenched with water and partitioned between water and dichloromethane. Silica gel was added to the dichloromethane pha... Reactants: CCCCOCCOc1ccc(-c2ccc3c(c2)C=C(C(=O)Nc2ccc(SCc4nncn4CCCC)cc2)CCN3CC(C)C)cc1, ClCCl, [Na+], [Na+], O=C(OO)c1cccc(Cl)c1, O=S([O-])([O-])=S. The product is CCCCOCCOc1ccc(-c2ccc3c(c2)C=C(C(=O)Nc2ccc(S(=O)Cc4nncn4CCCC)cc2)CCN3CC(C)C)cc1. Reaction SMILES: [CH2:1]([CH2:2][CH2:3][CH3:4])[O:5][CH2:6][CH2:7][O:8][c:9]1[cH:10][cH:11][c:12](-[c:15]2[cH:16][cH:17][c:18]3[c:19]([cH:49]2)[CH:20]=[C:21]([C:29](=[O:30])[NH:31][c:32]2[cH:33][cH:34][c:35]([S:38][CH2:39][c:40]4[n:41][n:42][cH:43][n:44]4[CH2:45][CH2:46][CH2:47][CH3:48])[cH:36][cH:37]2)[CH2:22][CH2:23][N:24]3[CH2:25][CH:26]([CH3:27])[CH3:28])[cH:13][cH:14]1.[Cl:68][CH2:69][Cl:70].[Na+:66].[Na+:67].[OH:50][O:51][C:52]([c:53]1[cH:54][c:55]([Cl:56])[cH:57][cH:58][cH:59]1)=[O:60].[S:61]([O-:62])([O-:63])(=[O:64])=[S:65]>>[CH2:1]([CH2:2][CH2:3][CH3:4])[O:5][CH2:6][CH2:7][O:8][c:9]1[cH:10][cH:11][c:12](-[c:15]2[cH:16][cH:17][c:18]3[c:19]([cH:49]2)[CH:20]=[C:21]([C:29](=[O:30])[NH:31][c:32]2[cH:33][cH:34][c:35]([S:38]([CH2:39][c:40]4[n:41][n:42][cH:43][n:44]4[CH2:45][CH2:46][CH2:47][CH3:48])=[O:50])[cH:36][cH:37]2)[CH2:22][CH2:23][N:24]3[CH2:25][CH:26]([CH3:27])[CH3:28])[cH:13][cH:14]1. Reactants: C(C)OC(COC1=C(C=C(C=C1)SC1=CC(=CC(=C1)OCCC1=CC=C(C=C1)Cl)Br)C)=O ((4-{3-Bromo-5-[2-(4-chloro-phenyl)-ethoxy]-phenylsulfanyl}-2-methyl-phenoxy)acetic acid ethyl ester), C(#C)C1=CC=C(C=C1)CO ((4-ethynyl-phenyl)-methanol). Reagents/catalysts: [Pd](Cl)Cl.C1(=CC=CC=C1)P(C1=CC=CC=C1)C1=CC=CC=C1.C1(=CC=CC=C1)P(C1=CC=CC=C1)C1=CC=CC=C1 (bis(triphenylphosphine) palladium (II) chloride), [Cu](I)I (copper iodide). Run in C(C)N(CC)CC (triethylamine), CN(C)C=O (DMF). Yields the product C(C)OC(COC1=C(C=C(C=C1)SC1=CC(=CC(=C1)C#CC1=CC=C(C=C1)CO)OCCC1=CC=C(C=C1)Cl)C)=O ({4-[3-[2-(4-Chloro-phenyl)-ethoxy]-5-(4-hydroxymethyl-phenylethynyl)phenylsulfanyl]-2-methyl-phenoxy}-acetic Acid Ethyl Ester). RXN SMILES: [CH2:1]([O:3][C:4](=[O:32])[CH2:5][O:6][C:7]1[CH:12]=[CH:11][C:10]([S:13][C:14]2[CH:19]=[C:18]([O:20][CH2:21][CH2:22][C:23]3[CH:28]=[CH:27][C:26]([Cl:29])=[CH:25][CH:24]=3)[CH:17]=[C:16](Br)[CH:15]=2)=[CH:9][C:8]=1[CH3:31])[CH3:2].[C:33]([C:35]1[CH:40]=[CH:39][C:38]([CH2:41][OH:42])=[CH:37][CH:36]=1)#[CH:34]>C(N(CC)CC)C.CN(C=O)C.[Pd](Cl)Cl.C1(P(C2C=CC=CC=2)C2C=CC=CC=2)C=CC=CC=1.C1(P(C2C=CC=CC=2)C2C=CC=CC=2)C=CC=CC=1.[Cu](I)I>[CH2:1]([O:3][C:4](=[O:32])[CH2:5][O:6][C:7]1[CH:12]=[CH:11][C:10]([S:13][C:14]2[CH:15]=[C:16]([C:34]#[C:33][C:35]3[CH:40]=[CH:39][C:38]([CH2:41][OH:42])=[CH:37][CH:36]=3)[CH:17]=[C:18]([O:20][CH2:21][CH2:22][C:23]3[CH:28]=[CH:27][C:26]([Cl:29])=[CH:25][CH:24]=3)[CH:19]=2)=[CH:9][C:8]=1[CH3:31])[CH3:2] |f:4.5.6|. Procedure: (4-{3-Bromo-5-[2-(4-chloro-phenyl)-ethoxy]-phenylsulfanyl}-2-methyl-phenoxy)acetic acid ethyl ester (270 mg; 0.46 mmol), (4-ethynyl-phenyl)-methanol (296 mg; 2.2 mmol), bis(triphenylphosphine) palladium (II) chloride (31.4 mg; 0.045 mmol) and copper iodide (6.4 mg; 0.034 mmol) were dissolved in a mixture of triethylamine (2 mL) and DMF (2 mL) under an atmosphere of nitrogen. The reaction mixture was reacted in a microwave oven at 110° C. for 1.5 h. The reaction mixture was evaporated to dryness,...